From a dataset of the Open Reaction Database (ORD), a public repository of structured organic reaction records. describe an organic reaction: reactants, conditions, products, and yield The reactants are C([O-])(O)=O.[Na+] (sodium bicarbonate), C(C1=CC=CC=C1)NC1CCCCC2=C1C=C(C=C2)OC (N-benzyl-(3-methoxy-6,7,8,9-tetrahydro-5H-benzocyclohepten-5-yl)amine), O(C1=CC=CC=C1)C[C@@H]1CO1 ((2S)-1-phenoxy-2,3-epoxypropane), FC(S(=O)(=O)[O-])(F)F.[Yb+3].FC(S(=O)(=O)[O-])(F)F.FC(S(=O)(=O)[O-])(F)F (ytterbium(III) trifluoromethanesulfonate). The solvent is ClCCl (dichloromethane). Reaction conditions: time 3 hour. Yields the product C(C1=CC=CC=C1)N(C1CCCCC2=C1C=C(C=C2)OC)C[C@@H](COC2=CC=CC=C2)O ((2S)-1-[N-benzyl-N-(3-methoxy-6,7,8,9-tetrahydro-5H-benzocyclohepten-5-yl)amino]-3-phenoxy-2-propanol). Isolated yield 66.2%. RXN SMILES: [CH2:1]([NH:8][CH:9]1[C:15]2[CH:16]=[C:17]([O:20][CH3:21])[CH:18]=[CH:19][C:14]=2[CH2:13][CH2:12][CH2:11][CH2:10]1)[C:2]1[CH:7]=[CH:6][CH:5]=[CH:4][CH:3]=1.[O:22]([CH2:29][C@H:30]1[O:32][CH2:31]1)[C:23]1[CH:28]=[CH:27][CH:26]=[CH:25][CH:24]=1.FC(F)(F)S([O-])(=O)=O.[Yb+3].FC(F)(F)S([O-])(=O)=O.FC(F)(F)S([O-])(=O)=O.C(=O)(O)[O-].[Na+]>ClCCl>[CH2:1]([N:8]([CH2:31][C@H:30]([OH:32])[CH2:29][O:22][C:23]1[CH:28]=[CH:27][CH:26]=[CH:25][CH:24]=1)[CH:9]1[C:15]2[CH:16]=[C:17]([O:20][CH3:21])[CH:18]=[CH:19][C:14]=2[CH2:13][CH2:12][CH2:11][CH2:10]1)[C:2]1[CH:3]=[CH:4][CH:5]=[CH:6][CH:7]=1 |f:2.3.4.5,6.7|. Procedure: Under nitrogen, to a solution of N-benzyl-(3-methoxy-6,7,8,9-tetrahydro-5H-benzocyclohepten-5-yl)amine (187 mg) and (2S)-1-phenoxy-2,3-epoxypropane (100 mg) in dichloromethane (10 ml) was added ytterbium(III) trifluoromethanesulfonate (50 mg) at room temperature, and the mixture was stirred at the same temperature for 3 hours. The resulting mixture was poured into saturated aqueous sodium bicarbonate solution and extracted with ethyl acetate. The organic layer was washed with brine, dried over m... The reactants are N[C@H](CO[Si](C)(C)C(C)(C)C)C1=CC=C(S1)CNC([C@@H](NC(=O)OC)C(C1=CC=CC=C1)C1=CC=CC=C1)=O (N-({5-[(1R)-1-amino-2-{[tert-butyl(dimethyl)silyl]oxy}ethyl]-thiophen-2-yl}methyl)-Nα-(methoxycarbonyl)-β-phenyl-L-phenylalaninamide), C(C)(C)N(CC)C(C)C (diisopropylethylamine), [N+](=O)([O-])C1=CC=C(C=C1)S(=O)(=O)Cl (p-nitrobenzensulfonyl chloride). The solvent is ClCCl (dichloromethane). Reaction conditions: time 18 hour. Yields the product [Si](C)(C)(C(C)(C)C)OC[C@@H](NS(=O)(=O)C1=CC=C(C=C1)[N+](=O)[O-])C1=CC=C(S1)CNC([C@@H](NC(=O)OC)C(C1=CC=CC=C1)C1=CC=CC=C1)=O (N-({5-[(1R)-2-{[tert-butyl(dimethyl)silyl]oxy}-1-{[(4-nitrophenyl)sulfonyl]amino}ethyl]thiophen-2-yl}methyl)-Nα-(methoxycarbonyl)-β-phenyl-L-phenyl alaninamide). RXN SMILES: [NH2:1][C@@H:2]([C:12]1[S:16][C:15]([CH2:17][NH:18][C:19](=[O:39])[C@H:20]([CH:26]([C:33]2[CH:38]=[CH:37][CH:36]=[CH:35][CH:34]=2)[C:27]2[CH:32]=[CH:31][CH:30]=[CH:29][CH:28]=2)[NH:21][C:22]([O:24][CH3:25])=[O:23])=[CH:14][CH:13]=1)[CH2:3][O:4][Si:5]([C:8]([CH3:11])([CH3:10])[CH3:9])([CH3:7])[CH3:6].C(N(C(C)C)CC)(C)C.[N+:49]([C:52]1[CH:57]=[CH:56][C:55]([S:58](Cl)(=[O:60])=[O:59])=[CH:54][CH:53]=1)([O-:51])=[O:50]>ClCCl>[Si:5]([O:4][CH2:3][C@H:2]([C:12]1[S:16][C:15]([CH2:17][NH:18][C:19](=[O:39])[C@H:20]([CH:26]([C:33]2[CH:38]=[CH:37][CH:36]=[CH:35][CH:34]=2)[C:27]2[CH:32]=[CH:31][CH:30]=[CH:29][CH:28]=2)[NH:21][C:22]([O:24][CH3:25])=[O:23])=[CH:14][CH:13]=1)[NH:1][S:58]([C:55]1[CH:54]=[CH:53][C:52]([N+:49]([O-:51])=[O:50])=[CH:57][CH:56]=1)(=[O:59])=[O:60])([C:8]([CH3:9])([CH3:10])[CH3:11])([CH3:7])[CH3:6]. Procedure details: A solution of N-({5-[(1R)-1-amino-2-{[tert-butyl(dimethyl)silyl]oxy}ethyl]-thiophen-2-yl}methyl)-Nα-(methoxycarbonyl)-β-phenyl-L-phenylalaninamide (125 mg, 0.220 mmol) in dichloromethane (4.4 mL) was treated with diisopropylethylamine (0.046 mL, 0.264 mmol) and solid p-nitrobenzensulfonyl chloride (59 mg, 0.264 mmol) and the mixture was stirred at room temperature for 18 hours, quenched with saturated NaHCO3 (0.5 mL), diluted with DCM, washed with sat. NaHCO3, dried over MgSO4, filtered and conc... The reactants are N1=CC=CC=C1 (Pyridine), ClCC(=O)OC (methyl chloroacetate). Run in C(C)(=O)OCC (ethyl acetate). Product: [Cl-].COC(=O)C[N+]1=CC=CC=C1 (1-(Methoxycarbonylmethyl)pyridinium Chloride). RXN SMILES: [N:1]1[CH:6]=[CH:5][CH:4]=[CH:3][CH:2]=1.[Cl:7][CH2:8][C:9]([O:11][CH3:12])=[O:10]>C(OCC)(=O)C>[Cl-:7].[CH3:12][O:11][C:9]([CH2:8][N+:1]1[CH:6]=[CH:5][CH:4]=[CH:3][CH:2]=1)=[O:10] |f:3.4|. Procedure details: Pyridine (1 equivalent) and methyl chloroacetate (1 equivalent) in ethyl acetate were heated (80° C.) for 24 hours. The reaction mixture was cooled to room temperature and the resulting crystalline pyridinium salt filtered, washed with ethyl acetate, and dried in vacuum. Starting materials: N#CBr (cyanogen bromide), CC(=O)N[C@@H]1[C@H]([C@H]([C@H](O[C@H]1O)OS(=O)(=O)O)O)O[C@H]2[C@@H]([C@H]([C@@H]([C@H](O2)C(=O)O)O)O)O (CSA), CC(=O)N[C@@H]1[C@H]([C@H]([C@H](O[C@H]1O)OS(=O)(=O)O)O)O[C@H]2[C@@H]([C@H]([C@@H]([C@H](O2)C(=O)O)O)O)O (CSA), C1=CC2=C(C=C1N)C(=O)OC23C4=C(C=C(C=C4)O)OC5=C3C=CC(=C5)O (fluoresceinamine), CC(=O)N[C@@H]1[C@H]([C@H]([C@H](O[C@H]1O)OS(=O)(=O)O)O)O[C@H]2[C@@H]([C@H]([C@@H]([C@H](O2)C(=O)O)O)O)O (chondroitin 4-sulfate), [OH-].[Na+] (NaOH). Solvent: B([O-])([O-])[O-].[Na+].[Na+].[Na+] (sodium borate), B([O-])([O-])[O-].[Na+].[Na+].[Na+] (sodium borate), O (water). Yields the product CC1(C2CCC1(C(=O)C2)CS(=O)(=O)O)C (CSA). Reaction SMILES: N#[C:2]Br.CC(N[C@H]1[C@H](O)O[C@H]([O:15][S:16]([OH:19])(=O)=[O:17])[C@H](O)[C@@H]1O[C@@H]1O[C@H](C(O)=O)[C@@H](O)[C@H](O)[C@H]1O)=O.[OH-].[Na+].C1C(N)=CC2C(O[C:46]3([C:56]4C=CC(O)=CC=4[O:54][C:48]4[CH:49]=[C:50](O)[CH:51]=[CH:52][C:47]3=4)[C:38]=2C=1)=O>B([O-])([O-])[O-].[Na+].[Na+].[Na+].O>[CH3:56][C:46]1([CH3:38])[C:47]2([CH2:2][S:16]([OH:19])(=[O:17])=[O:15])[C:48]([CH2:49][CH:50]1[CH2:51][CH2:52]2)=[O:54] |f:2.3,5.6.7.8|. Procedure: 20 mg cyanogen bromide (CNBr) dissolved in 200 μl deionized water were added to 1 ml of 30 mg/ml chondroitin 4-sulfate (CSA). The pH was adjusted to pH 11 by addition of 5 M NaOH. Activated CSA is applied to a PD-10 column and eluded with 200 mM sodium borate buffer, pH 8.0. CSA fractions were directly dropped into 400 μl of 10 mg/ml fluoresceinamine in 200 mM sodium borate buffer, pH 8.0. The mixture was kept overnight at 4° C. for the coupling reaction. Subsequently, the mixture was concentrat... The reactants are C(C)(=O)O (acetic acid), CC1=CC(=C(C=C1)N)[N+](=O)[O-] (4-methyl-2-nitro-phenylamine), C(C1=CC=CC=C1)=O (benzaldehyde), C(C)(=O)O[BH-](OC(C)=O)OC(C)=O.[Na+] (sodium triacetoxyborohydride). Run in ClCCl (dichloromethane). Reaction conditions: time 1 hour. Product: C(C1=CC=CC=C1)NC1=C(C=C(C=C1)C)[N+](=O)[O-] (benzyl-(4-methyl-2-nitro-phenyl)-amine). The yield is 93.2%. As a reaction SMILES: [CH3:1][C:2]1[CH:7]=[CH:6][C:5]([NH2:8])=[C:4]([N+:9]([O-:11])=[O:10])[CH:3]=1.[CH:12](=O)[C:13]1[CH:18]=[CH:17][CH:16]=[CH:15][CH:14]=1.C(O[BH-](OC(=O)C)OC(=O)C)(=O)C.[Na+].C(O)(=O)C>ClCCl>[CH2:12]([NH:8][C:5]1[CH:6]=[CH:7][C:2]([CH3:1])=[CH:3][C:4]=1[N+:9]([O-:11])=[O:10])[C:13]1[CH:18]=[CH:17][CH:16]=[CH:15][CH:14]=1 |f:2.3|. Procedure details: To a solution of 4-methyl-2-nitro-phenylamine (202 mg, 1.33 mmol) and benzaldehyde (0.68 mL, 6.65 mmol) in 5 mL dry dichloromethane at room temperature, was added sodium triacetoxyborohydride (282 mg, 1.33 mmol). Then acetic acid (76 μl, 1.33 mmol) was added. The reaction mixture was stirred at room temperature for 1 h. The solvent was evaporated and the solid was dissolved in ethyl acetate. The organic layer was washed with saturated NaHCO3, dried over MgSO4, filtered, and the solvent was remov... RXN SMILES: Br[CH2:2][C:3]1[CH:8]=[CH:7][C:6]([F:9])=[CH:5][CH:4]=1.[NH2:10][C:11]1[S:12][CH:13]=[CH:14][N:15]=1.N1C2C(=CC=CC=2)C=C1.[NH:25]1[C:33]2[C:28](=[CH:29][CH:30]=[CH:31][CH:32]=2)[C:27]([C:34](OC)=[O:35])=[CH:26]1>>[S:12]1[CH:13]=[CH:14][N:15]=[C:11]1[NH:10][C:34]([C:27]1[C:28]2[C:33](=[CH:32][CH:31]=[CH:30][CH:29]=2)[N:25]([CH2:2][C:3]2[CH:8]=[CH:7][C:6]([F:9])=[CH:5][CH:4]=2)[CH:26]=1)=[O:35]. The reactants are BrCC1=CC=C(C=C1)F (1-Bromomethyl-4-fluoro-benzene), N1C=C(C2=CC=CC=C12)C(=O)OC (methyl indole 3-carboxylate), NC=1SC=CN1 (2-aminothiazole), N1C=CC2=CC=CC=C12 (Indole). Procedure details: R5X=1-Bromomethyl-4-fluoro-benzene; NH2A=2-aminothiazole; Indole starting material=methyl indole 3-carboxylate Product: S1C(=NC=C1)NC(=O)C1=CN(C2=CC=CC=C12)CC1=CC=C(C=C1)F (1-(4-Fluoro-benzyl)-1H-indole-3-carboxylic acid thiazol-2-ylamide). Reactants: BrC1=C(C(=O)O)C=C(C=C1)I (2-bromo-5-iodobenzoic acid), C(=O)([O-])[O-].[K+].[K+] (K2CO3), CI (Methyl iodide). Solvent: CN(C)C=O (DMF). The product is COC(C1=C(C=CC(=C1)I)Br)=O (2-bromo-5-iodobenzoic acid methyl ester). Reaction SMILES: CI.[Br:3][C:4]1[CH:12]=[CH:11][C:10]([I:13])=[CH:9][C:5]=1[C:6]([OH:8])=[O:7].[C:14]([O-])([O-])=O.[K+].[K+]>CN(C=O)C>[CH3:14][O:7][C:6](=[O:8])[C:5]1[CH:9]=[C:10]([I:13])[CH:11]=[CH:12][C:4]=1[Br:3] |f:2.3.4|. Procedure details: Methyl iodide (13 g, 91.5 mmol) is added to slurry of 2-bromo-5-iodobenzoic acid (23 g, 70.4 mmol) and K2CO3 (14.6 g, 106 mmol) in DMF (50 mL) at room temperature. After TLC shows complete consumption of the starting material, the reaction is diluted with Et2O and washed three times with a saturated aqueous solution of NaCl. The combined aqueous layers are extracted once with fresh Et2O and once with EtOAc. The organic layers are combined, dried with Na2SO4, filtered and concentrated to an oil. ... The reactants are CCO, Clc1nccc2cc[nH]c12. Yields the product c1cc2cc[nH]c2cn1. Reaction SMILES: [CH3:11][CH2:12][OH:13].[Cl:1][c:2]1[n:3][cH:4][cH:5][c:6]2[c:7]1[nH:8][cH:9][cH:10]2>>[cH:2]1[n:3][cH:4][cH:5][c:6]2[c:7]1[nH:8][cH:9][cH:10]2. Reactants: ClC1=CC=C(C=N1)C(=O)N1CCNCCC1 ((6-chloro-pyridin-3-yl)[1,4]diazepan-1-yl-methanone), C1(CCC1)=O (cyclobutanone), [OH-].[Na+] (NaOH), C(C)(=O)O[BH-](OC(C)=O)OC(C)=O.[Na+] (sodium triacetoxyborohydride). Solvent: ClC(C)Cl (dichloroethane). Run at time 1 hour. The product is ClC1=CC=C(C=N1)C(=O)N1CCN(CCC1)C1CCC1 ((6-Chloro-pyridin-3-yl)-(4-cyclobutyl-[1,4]diazepan-1-yl)-methanone). Reaction SMILES: [Cl:1][C:2]1[N:7]=[CH:6][C:5]([C:8]([N:10]2[CH2:16][CH2:15][CH2:14][NH:13][CH2:12][CH2:11]2)=[O:9])=[CH:4][CH:3]=1.[C:17]1(=O)[CH2:20][CH2:19][CH2:18]1.C(O[BH-](OC(=O)C)OC(=O)C)(=O)C.[Na+].[OH-].[Na+]>ClC(Cl)C>[Cl:1][C:2]1[N:7]=[CH:6][C:5]([C:8]([N:10]2[CH2:16][CH2:15][CH2:14][N:13]([CH:17]3[CH2:20][CH2:19][CH2:18]3)[CH2:12][CH2:11]2)=[O:9])=[CH:4][CH:3]=1 |f:2.3,4.5|. Procedure: To a solution of (6-chloro-pyridin-3-yl)[1,4]diazepan-1-yl-methanone (255.1 g, 1.06 mol) in dichloroethane (3.0 L) was added cyclobutanone (108.1 mL, 1.45 mol). After a 1 h aging period, sodium triacetoxyborohydride (308.2 g, 1.45 mol) was added in four equal portions over 1.5 h. The resulting mixture was allowed to stir for 20 h, then quenched with 2.5 L of an aqueous solution containing NaOH (141.3 g, 3.53 mol). After stirring for 30 minutes, the layers were separated and the organic dried wit... Reaction SMILES: [Br:1][C:2]1[CH:7]=[CH:6][C:5]([S:8](Cl)(=[O:10])=[O:9])=[C:4]([O:12][C:13]([F:16])([F:15])[F:14])[CH:3]=1.[CH:17]1([NH2:20])[CH2:19][CH2:18]1>ClCCl>[Br:1][C:2]1[CH:7]=[CH:6][C:5]([S:8]([NH:20][CH:17]2[CH2:19][CH2:18]2)(=[O:10])=[O:9])=[C:4]([O:12][C:13]([F:16])([F:15])[F:14])[CH:3]=1. Run in ClCCl (dichloromethane). Procedure: According to general procedure C, 4-Bromo-2-trifluoromethoxy-benzenesulfonyl chloride (0.35 g, 1.03 mmol) and cyclopropylamine (0.17 mL, 2.57 mmol) were stirred together with dry dichloromethane (5 mL) for 16 hours. 4-bromo-N-cyclopropyl-2-(trifluoromethoxy)benzenesulfonamide (0.25 g, 68%) was provided after purification. MS (ESI) m/z 360. HPLC purity 100.0% at 210-370 nm, 9.5 min.; the Xterra® RP18 column, 3.5μ, 150×4.6 mm column, 1.2 mL/min., 85/15-5/95 (ammonium formate buffer pH=3.5/ACN+MeOH... The product is BrC1=CC(=C(C=C1)S(=O)(=O)NC1CC1)OC(F)(F)F (4-bromo-N-cyclopropyl-2-(trifluoromethoxy)benzenesulfonamide). The yield is 67.4%. The reactants are BrC1=CC(=C(C=C1)S(=O)(=O)Cl)OC(F)(F)F (4-Bromo-2-trifluoromethoxy-benzenesulfonyl chloride), C1(CC1)N (cyclopropylamine).